Task: describe an organic reaction: reactants, conditions, products, and yield. Dataset: the Open Reaction Database (ORD), a public repository of structured organic reaction records The yield is 11.7%. Starting materials: ClCCOC1=C(C=CC(=C1)C(=O)NCC)N1N=NC(=C1)C(=O)NC1CC1 (1-{2-(2-chloroethoxy)-4-[(ethylamino)carbonyl]phenyl}-N-cyclopropyl-1H-1,2,3-triazole-4-carboxamide), [H-].[Na+] (sodium hydride), O (Water). The solvent is CN(C)C=O (DMF). The product is C1(CC1)NC(=O)C=1N=NN(C1)C1=C(C=C(C=C1)C(=O)NCC)OC=C (N-cyclopropyl-1-{4-[(ethylamino)carbonyl]-2-(vinyloxy)phenyl}-1H-1,2,3-triazole-4-carboxamide). Reaction SMILES: [H-].[Na+].Cl[CH2:4][CH2:5][O:6][C:7]1[CH:12]=[C:11]([C:13]([NH:15][CH2:16][CH3:17])=[O:14])[CH:10]=[CH:9][C:8]=1[N:18]1[CH:22]=[C:21]([C:23]([NH:25][CH:26]2[CH2:28][CH2:27]2)=[O:24])[N:20]=[N:19]1.O>CN(C=O)C>[CH:26]1([NH:25][C:23]([C:21]2[N:20]=[N:19][N:18]([C:8]3[CH:9]=[CH:10][C:11]([C:13]([NH:15][CH2:16][CH3:17])=[O:14])=[CH:12][C:7]=3[O:6][CH:5]=[CH2:4])[CH:22]=2)=[O:24])[CH2:28][CH2:27]1 |f:0.1|. Conditions: temperature 0 celsius, time 8 hour. Procedure details: To a suspension of sodium hydride (0.06 g, purity 60%) in DMF (5 ml) was added 1-{2-(2-chloroethoxy)-4-[(ethylamino)carbonyl]phenyl}-N-cyclopropyl-1H-1,2,3-triazole-4-carboxamide (0.19 g) obtained in Example 150, and the mixture was stirred at 0° C. for 30 min and at room temperature overnight. Water was added to the reaction mixture, and the mixture was extracted with ethyl acetate. The organic layer was dried over anhydrous sodium sulfate, and the solvent was evaporated under reduced pressure....